This data is from the Open Reaction Database (ORD), a public repository of structured organic reaction records. The task is: describe an organic reaction: reactants, conditions, products, and yield Starting materials: Clc1ccccc1, O=[N+]([O-])c1cccc(F)c1, O=[N+]([O-])c1ccccc1F, O=[N+]([O-])c1ccccc1, c1ccccc1. Yields the product O=[N+]([O-])c1ccc(F)cc1. Reaction SMILES: [Cl:36][c:37]1[cH:38][cH:39][cH:40][cH:41][cH:42]1.[F:16][c:17]1[cH:18][c:19]([N+:20]([O-:21])=[O:22])[cH:23][cH:24][cH:25]1.[F:26][c:27]1[cH:28][cH:29][cH:30][cH:31][c:32]1[N+:33]([O-:34])=[O:35].[O-:7][N+:8](=[O:9])[c:10]1[cH:11][cH:12][cH:13][cH:14][cH:15]1.[cH:1]1[cH:2][cH:3][cH:4][cH:5][cH:6]1>>[O-:7][N+:8](=[O:9])[c:10]1[cH:11][cH:12][c:13]([F:16])[cH:14][cH:15]1. RXN SMILES: [C:42]([CH3:43])([CH3:44])([CH3:45])[O:46][C:47](=[O:48])[N:49]1[CH2:50][CH2:51][CH:52]([CH2:55][OH:56])[CH2:53][CH2:54]1.[CH2:69]([Cl:70])[Cl:71].[F:20][c:21]1[c:22]([NH:23][c:24]2[n:25][cH:26][n:27][c:28]3[cH:29][c:30]([OH:36])[c:31]([O:34][CH3:35])[cH:32][c:33]23)[cH:37][cH:38][c:39]([CH3:41])[cH:40]1.[O:57]=[C:58]([O:59][CH2:60][CH3:61])[N:62]=[N:63][C:64]([O:65][CH2:66][CH3:67])=[O:68].[c:1]1([P:2]([c:3]2[cH:4][cH:5][cH:6][cH:7][cH:8]2)[c:9]2[cH:10][cH:11][cH:12][cH:13][cH:14]2)[cH:15][cH:16][cH:17][cH:18][cH:19]1>>[F:20][c:21]1[c:22]([NH:23][c:24]2[n:25][cH:26][n:27][c:28]3[cH:29][c:30]([O:36][CH2:55][CH:52]4[CH2:51][CH2:50][N:49]([C:47]([O:46][C:42]([CH3:43])([CH3:44])[CH3:45])=[O:48])[CH2:54][CH2:53]4)[c:31]([O:34][CH3:35])[cH:32][c:33]23)[cH:37][cH:38][c:39]([CH3:41])[cH:40]1. The reactants are CC(C)(C)OC(=O)N1CCC(CO)CC1, ClCCl, COc1cc2c(Nc3ccc(C)cc3F)ncnc2cc1O, CCOC(=O)N=NC(=O)OCC, c1ccc(P(c2ccccc2)c2ccccc2)cc1. Product: COc1cc2c(Nc3ccc(C)cc3F)ncnc2cc1OCC1CCN(C(=O)OC(C)(C)C)CC1. Reactants: BrC=1C=C(C=CC1CN1C=NC=C1)C=CC(=O)OCC (ethyl 3-[3-bromo-4-(imidazol-1-ylmethyl)phenyl]prop-2-enoate), cuprous cyanide, NCCN (1,2-diaminoethane), O (water). Solvent: CN(C=O)C (N,N-dimethylformamide). The product is C(#N)C=1C=C(C=CC1CN1C=NC=C1)C=CC(=O)OCC (ethyl 3-[3-cyano-4-(imidazol-1-ylmethyl)phenyl]prop-2-enoate). Reaction SMILES: Br[C:2]1[CH:3]=[C:4]([CH:14]=[CH:15][C:16]([O:18][CH2:19][CH3:20])=[O:17])[CH:5]=[CH:6][C:7]=1[CH2:8][N:9]1[CH:13]=[CH:12][N:11]=[CH:10]1.[NH2:21][CH2:22]CN.O>CN(C)C=O>[C:22]([C:2]1[CH:3]=[C:4]([CH:14]=[CH:15][C:16]([O:18][CH2:19][CH3:20])=[O:17])[CH:5]=[CH:6][C:7]=1[CH2:8][N:9]1[CH:13]=[CH:12][N:11]=[CH:10]1)#[N:21]. Procedure details: A mixture of ethyl 3-[3-bromo-4-(imidazol-1-ylmethyl)phenyl]prop-2-enoate (0.2 g) and cuprous cyanide (0.07 g) in dry N,N-dimethylformamide (1 ml) was stirred and heated under reflux for 8 h. The hot reaction mixture was poured into a stirred solution of 1,2-diaminoethane (0.3 ml) and water (1.5 ml). The reaction mixture was filtered, and the residue was washed with hot benzene 2×8 ml. The organic layer was separated, and the residue was washed with more hot benzene (10 ml). The benzene solution... The reactants are CCN=C=NCCCN(C)C.Cl (EDC HCl), ClC=1C=C(C=C(C1)Cl)C1=NN(C(=C1)C1=CC2=CC=C(C=C2C=C1)OC)[C@@H](C)C1=CC=C(C(=O)O)C=C1 (4-{(1S)-1-[3-(3,5-Dichlorophenyl)-5-(6-methoxy-2-naphthyl)-1H-pyrazol-1-yl]ethyl}benzoic acid), Cl.C(C)(C)(C)OC(CCN)=O (beta-alanine t-butyl ester hydrochloride), CCN(C(C)C)C(C)C (DIEA), CCN=C=NCCCN(C)C.Cl (EDC HCl). The reagents and catalysts are CN(C)C=1C=CN=CC1 (DMAP). Solvent: C(C)(=O)OCC (Ethyl acetate), C(Cl)Cl (DCM). Reaction conditions: time 3 hour. Product: ClC=1C=C(C=C(C1)Cl)C1=NN(C(=C1)C1=CC2=CC=C(C=C2C=C1)OC)[C@@H](C)C1=CC=C(C(=O)NCCC(=O)OC(C)(C)C)C=C1 (tert-butyl N-(4-{(1S)-1-[3-(3,5-dichlorophenyl)-5-(6-methoxy-2-naphthyl)-1H-pyrazol-1-yl]ethyl}benzoyl)-β-alaninate). RXN SMILES: [Cl:1][C:2]1[CH:3]=[C:4]([C:9]2[CH:13]=[C:12]([C:14]3[CH:23]=[CH:22][C:21]4[C:16](=[CH:17][CH:18]=[C:19]([O:24][CH3:25])[CH:20]=4)[CH:15]=3)[N:11]([C@H:26]([C:28]3[CH:36]=[CH:35][C:31]([C:32](O)=[O:33])=[CH:30][CH:29]=3)[CH3:27])[N:10]=2)[CH:5]=[C:6]([Cl:8])[CH:7]=1.Cl.[C:38]([O:42][C:43](=[O:47])[CH2:44][CH2:45][NH2:46])([CH3:41])([CH3:40])[CH3:39].CCN(C(C)C)C(C)C.CCN=C=NCCCN(C)C.Cl>CN(C1C=CN=CC=1)C.C(Cl)Cl.C(OCC)(=O)C>[Cl:1][C:2]1[CH:3]=[C:4]([C:9]2[CH:13]=[C:12]([C:14]3[CH:23]=[CH:22][C:21]4[C:16](=[CH:17][CH:18]=[C:19]([O:24][CH3:25])[CH:20]=4)[CH:15]=3)[N:11]([C@H:26]([C:28]3[CH:29]=[CH:30][C:31]([C:32]([NH:46][CH2:45][CH2:44][C:43]([O:42][C:38]([CH3:41])([CH3:40])[CH3:39])=[O:47])=[O:33])=[CH:35][CH:36]=3)[CH3:27])[N:10]=2)[CH:5]=[C:6]([Cl:8])[CH:7]=1 |f:1.2,4.5|. Reported procedure: 4-{(1S)-1-[3-(3,5-Dichlorophenyl)-5-(6-methoxy-2-naphthyl)-1H-pyrazol-1-yl]ethyl}benzoic acid (3.5 g, 6.76 mmol), beta-alanine t-butyl ester hydrochloride (3.7 g, 20 mmol), DIEA (3.53 ml, 20 mmol), and DMAP (40 mg, 5%) were dissolved in DCM (50 ml), followed by addition of solid EDC HCl (1.6 g, 8.1 mmol). More EDC HCl (1.8 g) was added after one hour. The reaction was completed in about 3 hr as monitored by LC-MS. Ethyl acetate was added to the reaction mixture, and this was washed with 1N HCl 3... Starting materials: CC(C)(C)OC(=O)N1CCC(O)CC1, CC(Cl)Cl, CCOC(=O)C=[N+]=[N-]. The product is CCOC(=O)COC1CCN(C(=O)OC(C)(C)C)CC1. Reaction SMILES: [C:1]([CH3:2])([CH3:3])([CH3:4])[O:5][C:6](=[O:7])[N:8]1[CH2:9][CH2:10][CH:11]([OH:14])[CH2:12][CH2:13]1.[Cl:23][CH:24]([Cl:25])[CH3:26].[N+:15](=[N-:16])=[CH:17][C:18](=[O:19])[O:20][CH2:21][CH3:22]>>[C:1]([CH3:2])([CH3:3])([CH3:4])[O:5][C:6](=[O:7])[N:8]1[CH2:9][CH2:10][CH:11]([O:14][CH2:17][C:18](=[O:19])[O:20][CH2:21][CH3:22])[CH2:12][CH2:13]1. The reactants are CS(=O)(=O)OCC(F)(F)F, CN(C)C=O, O=C(c1ccc2[nH]c(C(=O)N3CCC(F)(F)CC3)cc2c1)N1CCN(C2CCC2)CC1, [H-], [Na+]. Product: O=C(c1ccc2c(c1)cc(C(=O)N1CCC(F)(F)CC1)n2CC(F)(F)F)N1CCN(C2CCC2)CC1. Reaction SMILES: [CH3:34][S:35]([O:36][CH2:39][C:40]([F:41])([F:42])[F:43])(=[O:37])=[O:38].[CH3:44][N:45]([CH3:46])[CH:47]=[O:48].[CH:1]1([N:5]2[CH2:6][CH2:7][N:8]([C:11](=[O:12])[c:13]3[cH:14][c:15]4[cH:16][c:17]([C:22](=[O:23])[N:24]5[CH2:25][CH2:26][C:27]([F:30])([F:31])[CH2:28][CH2:29]5)[nH:18][c:19]4[cH:20][cH:21]3)[CH2:9][CH2:10]2)[CH2:2][CH2:3][CH2:4]1.[H-:32].[Na+:33]>>[CH:1]1([N:5]2[CH2:6][CH2:7][N:8]([C:11](=[O:12])[c:13]3[cH:14][c:15]4[cH:16][c:17]([C:22](=[O:23])[N:24]5[CH2:25][CH2:26][C:27]([F:30])([F:31])[CH2:28][CH2:29]5)[n:18]([CH2:39][C:40]([F:41])([F:42])[F:43])[c:19]4[cH:20][cH:21]3)[CH2:9][CH2:10]2)[CH2:2][CH2:3][CH2:4]1. Starting materials: NC=1C=NC2=CC=CC=C2C1NC(CO)(C)C (2-[(3-amino-4-quinolinyl)amino]-2,2-dimethyl-1-ethanol), triethyl orthophenylacetate, Cl (hydrochloric acid). Run in O (water), C(C)OCC (diethyl ether). Run at temperature 130 celsius. The product is CC(CO)(N1C(=NC=2C=NC=3C=CC=CC3C21)CC2=CC=CC=C2)C (beta,beta-dimethyl-2-phenylmethyl-1H-imidazo[4,5-c]quinoline-1-ethanol). RXN SMILES: [NH2:1][C:2]1[CH:3]=[N:4][C:5]2[C:10]([C:11]=1[NH:12][C:13]([CH3:17])([CH3:16])[CH2:14][OH:15])=[CH:9][CH:8]=[CH:7][CH:6]=2.Cl>O.C(OCC)C>[CH3:16][C:13]([CH3:17])([N:12]1[C:11]2[C:10]3[CH:9]=[CH:8][CH:7]=[CH:6][C:5]=3[N:4]=[CH:3][C:2]=2[N:1]=[C:2]1[CH2:11][C:10]1[CH:5]=[CH:6][CH:7]=[CH:8][CH:9]=1)[CH2:14][OH:15]. Procedure details: A mixture of 26.7 g (0.115 mole) of 2-[(3-amino-4-quinolinyl)amino]-2,2-dimethyl-1-ethanol and 42.8 g (0.180 mole) of triethyl orthophenylacetate was heated at 130° C. for four hours. The mixture was diluted with water, acidified to pH 5 with 6N hydrochloric acid and diluted with diethyl ether. The solid which precipitated was separated by filtration, rinsed with diethyl ether and slurried in saturated sodium bicarbonate solution. The solid was separated by filtration and dried to provide beta,b... Starting materials: O=C(Cl)c1cccnc1, Cl, COc1ccc(-c2c(Cl)c(CN)nc3sc4c(c23)CCN(Cc2ccccc2)C4)cc1OC, O, c1ccncc1. Yields the product COc1ccc(-c2c(Cl)c(CNC(=O)c3cccnc3)nc3sc4c(c23)CCN(Cc2ccccc2)C4)cc1OC. RXN SMILES: [C:2]([c:3]1[cH:4][n:5][cH:6][cH:7][cH:8]1)(=[O:9])[Cl:10].[ClH:1].[NH2:11][CH2:12][c:13]1[c:14]([Cl:43])[c:15](-[c:33]2[cH:34][c:35]([O:41][CH3:42])[c:36]([O:39][CH3:40])[cH:37][cH:38]2)[c:16]2[c:17]([n:18]1)[s:19][c:20]1[c:25]2[CH2:24][CH2:23][N:22]([CH2:26][c:27]2[cH:28][cH:29][cH:30][cH:31][cH:32]2)[CH2:21]1.[OH2:44].[cH:45]1[cH:46][cH:47][n:48][cH:49][cH:50]1>>[C:2]([c:3]1[cH:4][n:5][cH:6][cH:7][cH:8]1)(=[O:9])[NH:11][CH2:12][c:13]1[c:14]([Cl:43])[c:15](-[c:33]2[cH:34][c:35]([O:41][CH3:42])[c:36]([O:39][CH3:40])[cH:37][cH:38]2)[c:16]2[c:17]([n:18]1)[s:19][c:20]1[c:25]2[CH2:24][CH2:23][N:22]([CH2:26][c:27]2[cH:28][cH:29][cH:30][cH:31][cH:32]2)[CH2:21]1. Reactants: c1ccc(CON=C(c2ccccc2)C2CCCN2)cc1, C=O, O=CO. Product: CN1CCCC1C(=NOCc1ccccc1)c1ccccc1. RXN SMILES: [CH2:1]([c:2]1[cH:3][cH:4][cH:5][cH:6][cH:7]1)[O:8][N:9]=[C:10]([CH:11]1[NH:12][CH2:13][CH2:14][CH2:15]1)[c:16]1[cH:17][cH:18][cH:19][cH:20][cH:21]1.[CH2:22]=[O:23].[CH:24]([OH:25])=[O:26]>>[CH2:1]([c:2]1[cH:3][cH:4][cH:5][cH:6][cH:7]1)[O:8][N:9]=[C:10]([CH:11]1[N:12]([CH3:22])[CH2:13][CH2:14][CH2:15]1)[c:16]1[cH:17][cH:18][cH:19][cH:20][cH:21]1. Starting materials: Cl (HCl), C(C1=CC=CC=C1)OC1=C(C(=O)OC)C=C(C(=C1)OCC1=CC=CC=C1)Br (methyl 2,4-bisbenzyloxy-5-bromobenzoate), [OH-].[Na+] (sodium hydroxide). The solvent is C1CCOC1 (THF), O (water). Conditions: temperature 68 celsius, time 8 hour. Yields the product C(C1=CC=CC=C1)OC1=C(C(=O)O)C=C(C(=C1)OCC1=CC=CC=C1)Br (2,4-Bisbenzyloxy-5-bromobenzoic acid). RXN SMILES: [CH2:1]([O:8][C:9]1[CH:18]=[C:17]([O:19][CH2:20][C:21]2[CH:26]=[CH:25][CH:24]=[CH:23][CH:22]=2)[C:16]([Br:27])=[CH:15][C:10]=1[C:11]([O:13]C)=[O:12])[C:2]1[CH:7]=[CH:6][CH:5]=[CH:4][CH:3]=1.[OH-].[Na+].Cl>C1COCC1.O>[CH2:1]([O:8][C:9]1[CH:18]=[C:17]([O:19][CH2:20][C:21]2[CH:26]=[CH:25][CH:24]=[CH:23][CH:22]=2)[C:16]([Br:27])=[CH:15][C:10]=1[C:11]([OH:13])=[O:12])[C:2]1[CH:3]=[CH:4][CH:5]=[CH:6][CH:7]=1 |f:1.2|. Reported procedure: 6.4 kg of methyl 2,4-bisbenzyloxy-5-bromobenzoate in 18 l of THF are added to a solution of 3 kg of sodium hydroxide in 30 l of water. After stirring overnight at 68° C., the mixture is cooled to 10° C., and 7.5 l of HCl (w: 37%) are added via a dropping funnel (pH 1). The mixture is stirred for a further 1 h and subsequently filtered. The residue is dried to constant weight in vacuo at 60° C.; 5.687 kg (91%) of 2,4-bisbenzyloxy-5-bromo-benzoic acid (m.p. 150-152° C.; MW 413.3).